From a dataset of the Open Reaction Database (ORD), a public repository of structured organic reaction records. describe an organic reaction: reactants, conditions, products, and yield Procedure: A mixture of N-(4-chloro-3-methyl-1,2-oxazol-5-yl)-2-{2-[(6-methyl-1,3-dihydro-2-benzofuran-5-yl)methyl]-1,3-dithian-2-yl}thiophene-3-sulfonamide described in Production Example 1-7 (300 mg, 0.55 mmol), methanol (20 mL), water (2 mL) and silver nitrate (940 mg, 5.5 mmol) was stirred for 3 days at 55° C. The reaction mixture was allowed to cool to room temperature, tetrahydrofuran (40 mL) and brine (1 mL) were added at that temperature, and the mixture was filtered with Celite. The filtrate was e... As a reaction SMILES: [Cl:1][C:2]1[C:3]([CH3:33])=[N:4][O:5][C:6]=1[NH:7][S:8]([C:11]1[CH:15]=[CH:14][S:13][C:12]=1[C:16]1([CH2:22][C:23]2[C:31]([CH3:32])=[CH:30][C:26]3[CH2:27][O:28][CH2:29][C:25]=3[CH:24]=2)SCCCS1)(=[O:10])=[O:9].CO.O.[O:37]1CCCC1>[Cl-].[Na+].O.[N+]([O-])([O-])=O.[Ag+]>[Cl:1][C:2]1[C:3]([CH3:33])=[N:4][O:5][C:6]=1[NH:7][S:8]([C:11]1[CH:15]=[CH:14][S:13][C:12]=1[C:16](=[O:37])[CH2:22][C:23]1[C:31]([CH3:32])=[CH:30][C:26]2[CH2:27][O:28][CH2:29][C:25]=2[CH:24]=1)(=[O:10])=[O:9] |f:4.5.6,7.8|. Yields the product ClC=1C(=NOC1NS(=O)(=O)C1=C(SC=C1)C(CC1=CC2=C(COC2)C=C1C)=O)C (N-(4-chloro-3-methyl-1,2-oxazol-5-yl)-2-[2-(6-methyl-1,3-dihydro-2-benzofuran-5-yl)acetyl]thiophene-3-sulfonamide). The solvent is [Cl-].[Na+].O (brine). Reagents/catalysts: [N+](=O)([O-])[O-].[Ag+] (silver nitrate). The reactants are ClC=1C(=NOC1NS(=O)(=O)C1=C(SC=C1)C1(SCCCS1)CC1=CC2=C(COC2)C=C1C)C (N-(4-chloro-3-methyl-1,2-oxazol-5-yl)-2-{2-[(6-methyl-1,3-dihydro-2-benzofuran-5-yl)methyl]-1,3-dithian-2-yl}thiophene-3-sulfonamide), O (water), Example 1-7, CO (methanol), O1CCCC1 (tetrahydrofuran). Reaction conditions: temperature 55 celsius, time 3 day. Yield: 18.0%.